This data is from the Open Reaction Database (ORD), a public repository of structured organic reaction records. The task is: describe an organic reaction: reactants, conditions, products, and yield The reactants are CCCCOc1nc(N)c2nc(OC)n(CCCC3CCCCN3)c2n1, C1COCCO1, CO, Cl. The product is CCCCOc1nc(N)c2[nH]c(=O)n(CCCC3CCCCN3)c2n1. RXN SMILES: [CH2:1]([CH2:2][CH2:3][CH3:4])[O:5][c:6]1[n:7][c:8]([NH2:26])[c:9]2[n:10][c:11]([O:24][CH3:25])[n:12]([CH2:15][CH2:16][CH2:17][CH:18]3[NH:19][CH2:20][CH2:21][CH2:22][CH2:23]3)[c:13]2[n:14]1.[CH2:28]1[O:29][CH2:30][CH2:31][O:32][CH2:33]1.[CH3:34][OH:35].[ClH:27]>>[CH2:1]([CH2:2][CH2:3][CH3:4])[O:5][c:6]1[n:7][c:8]([NH2:26])[c:9]2[nH:10][c:11](=[O:24])[n:12]([CH2:15][CH2:16][CH2:17][CH:18]3[NH:19][CH2:20][CH2:21][CH2:22][CH2:23]3)[c:13]2[n:14]1. Starting materials: BrC(Br)(Br)Br, ClCCl, N#CC1=C(CO)Nc2n[nH]cc2C1c1ccccc1Cl, c1ccc(P(c2ccccc2)c2ccccc2)cc1. Product: N#CC1=C(CBr)Nc2n[nH]cc2C1c1ccccc1Cl. Reaction SMILES: [C:21]([Br:22])([Br:23])([Br:24])[Br:25].[CH2:45]([Cl:46])[Cl:47].[Cl:1][c:2]1[c:3]([CH:8]2[c:9]3[c:10]([n:18][nH:19][cH:20]3)[NH:11][C:12]([CH2:16][OH:17])=[C:13]2[C:14]#[N:15])[cH:4][cH:5][cH:6][cH:7]1.[c:26]1([P:27]([c:28]2[cH:29][cH:30][cH:31][cH:32][cH:33]2)[c:34]2[cH:35][cH:36][cH:37][cH:38][cH:39]2)[cH:40][cH:41][cH:42][cH:43][cH:44]1>>[Cl:1][c:2]1[c:3]([CH:8]2[c:9]3[c:10]([n:18][nH:19][cH:20]3)[NH:11][C:12]([CH2:16][Br:22])=[C:13]2[C:14]#[N:15])[cH:4][cH:5][cH:6][cH:7]1.